Dataset: the Open Reaction Database (ORD), a public repository of structured organic reaction records. Task: describe an organic reaction: reactants, conditions, products, and yield The reactants are CCOP(=O)(CC#N)OCC, C1CCOC1, CCCC(=O)c1ncc(-c2ncnc3c2ccn3COCC[Si](C)(C)C)s1, CC(C)(C)[O-], [K+]. Yields the product CCCC(=CC#N)c1ncc(-c2ncnc3c2ccn3COCC[Si](C)(C)C)s1. Reaction SMILES: [C:7](#[N:8])[CH2:9][P:10](=[O:11])([O:12][CH2:13][CH3:14])[O:15][CH2:16][CH3:17].[CH2:45]1[O:46][CH2:47][CH2:48][CH2:49]1.[CH3:18][Si:19]([CH2:20][CH2:21][O:22][CH2:23][n:24]1[cH:25][cH:26][c:27]2[c:28]1[n:29][cH:30][n:31][c:32]2-[c:33]1[cH:34][n:35][c:36]([C:38]([CH2:39][CH2:40][CH3:41])=[O:42])[s:37]1)([CH3:43])[CH3:44].[CH3:1][C:2]([CH3:3])([O-:4])[CH3:5].[K+:6]>>[C:7](#[N:8])[CH:9]=[C:38]([c:36]1[n:35][cH:34][c:33](-[c:32]2[c:27]3[cH:26][cH:25][n:24]([CH2:23][O:22][CH2:21][CH2:20][Si:19]([CH3:18])([CH3:43])[CH3:44])[c:28]3[n:29][cH:30][n:31]2)[s:37]1)[CH2:39][CH2:40][CH3:41].